Task: describe an organic reaction: reactants, conditions, products, and yield. Dataset: the Open Reaction Database (ORD), a public repository of structured organic reaction records Reactants: Cl.C12NCC(C(C1)NC(=O)C1=NNC3=CC=CC=C13)C2 (N-(2-azabicyclo[2.2.1]hept-5-yl)-1H-indazole-3-carboxamide hydrochloride), C1CC1C(C#N)O (cyclopropylcarboxaldehyde), C(C)(C)N(C(C)C)CC (N,N-diisopropylethylamine), C(C)(=O)O (acetic acid), C(C)(=O)O[BH-](OC(C)=O)OC(C)=O.[Na+] (sodium triacetoxyborohydride). Run in O (water). Product: C1(CC1)CN1C2CC(C(C1)C2)NC(=O)C2=NNC1=CC=CC=C21 (N-(2-Cyclopropylmethyl-2-azabicyclo[2.2.1]hept-5-yl)-1H-indazole-3-carboxamide). Yield: 50.0%. As a reaction SMILES: Cl.[CH:2]12[CH2:20][CH:5]([CH:6]([NH:8][C:9]([C:11]3[C:19]4[C:14](=[CH:15][CH:16]=[CH:17][CH:18]=4)[NH:13][N:12]=3)=[O:10])[CH2:7]1)[CH2:4][NH:3]2.[CH2:21]1[CH:23]([CH:24](O)C#N)[CH2:22]1.C(N(CC)C(C)C)(C)C.C(O)(=O)C.C(O[BH-](OC(=O)C)OC(=O)C)(=O)C.[Na+]>O>[CH:23]1([CH2:24][N:3]2[CH2:4][CH:5]3[CH2:20][CH:2]2[CH2:7][CH:6]3[NH:8][C:9]([C:11]2[C:19]3[C:14](=[CH:15][CH:16]=[CH:17][CH:18]=3)[NH:13][N:12]=2)=[O:10])[CH2:21][CH2:22]1 |f:0.1,5.6|. Reported procedure: To the suspension of N-(2-azabicyclo[2.2.1]hept-5-yl)-1H-indazole-3-carboxamide hydrochloride (0.36 mmol), cyclopropylcarboxaldehyde (0.9 mmol), and N,N-diisopropylethylamine (1.08 mmol), acetic acid (0.43 mmol) was added sodium triacetoxyborohydride (0.61 mmol). The reaction mixture was maintained at rt for 2 h and was poured into water, extracted with 95/5 dichloromethane/methanol (2×30 mL), and the combined extracts were concentrated. The residue was purified by preparative HPLC, thus providi... Starting materials: O=C1CCCc2ccc(Br)cc21, C1CCNCC1, CC(=O)O, O=Cc1cccnc1. RXN SMILES: [Br:1][c:2]1[cH:3][cH:4][c:5]2[c:10]([cH:11]1)[C:9](=[O:12])[CH2:8][CH2:7][CH2:6]2.[CH2:21]1[CH2:22][CH2:23][NH:24][CH2:25][CH2:26]1.[CH3:27][C:28](=[O:29])[OH:30].[n:13]1[cH:14][c:15]([CH:19]=[O:20])[cH:16][cH:17][cH:18]1>>[Br:1][c:2]1[cH:3][cH:4][c:5]2[c:10]([cH:11]1)[C:9](=[O:12])[C:8](=[CH:19][c:15]1[cH:14][n:13][cH:18][cH:17][cH:16]1)[CH2:7][CH2:6]2. Yields the product O=C1C(=Cc2cccnc2)CCc2ccc(Br)cc21. The reactants are C1(CC1)COC=1C(=NC(=NC1)S(=O)(=O)C)C1=CN(C(C2=CC=CC=C12)=O)C (4-[5-(cyclopropylmethoxy)-2-methylsulfonylpyrimidin-4-yl]-2-methylisoquinolin-1-one), O=S1(NCCC1)=O (1,1-dioxidoisothiazolidine). Product: C1(CC1)COC=1C(=NC(=NC1)N1S(CCC1)(=O)=O)C1=CN(C(C2=CC=CC=C12)=O)C (4-[5-(cyclopropylmethoxy)-2-(1,1-dioxo-1,2-thiazolidin-2-yl)pyrimidin-4-yl]-2-methylisoquinolin-1-one). RXN SMILES: [CH:1]1([CH2:4][O:5][C:6]2[C:7]([C:16]3[C:25]4[C:20](=[CH:21][CH:22]=[CH:23][CH:24]=4)[C:19](=[O:26])[N:18]([CH3:27])[CH:17]=3)=[N:8][C:9](S(C)(=O)=O)=[N:10][CH:11]=2)[CH2:3][CH2:2]1.[O:28]=[S:29]1(=[O:34])[CH2:33][CH2:32][CH2:31][NH:30]1>>[CH:1]1([CH2:4][O:5][C:6]2[C:7]([C:16]3[C:25]4[C:20](=[CH:21][CH:22]=[CH:23][CH:24]=4)[C:19](=[O:26])[N:18]([CH3:27])[CH:17]=3)=[N:8][C:9]([N:30]3[CH2:31][CH2:32][CH2:33][S:29]3(=[O:34])=[O:28])=[N:10][CH:11]=2)[CH2:2][CH2:3]1. Procedure details: The title compound of Example 152, step 5 was treated with 1,1-dioxidoisothiazolidine instead of MeSO2NH2 in a manner similar to Example 152, step 6 to give the title compound. 1H NMR (DMSO-d6, 400 MHz) δ 8.56 (s, 1H), 8.30 (d, J=8.0 Hz, 1H), 7.86 (s, 1H), 7.77 (d, J=8.0 Hz, 1H), 7.67 (t, J=7.6 Hz, 1H), 7.55 (t, J=7.6 Hz, 1H), 3.93-3.91 (m, 4H), 3.59 (s, 3H), 2.38-2.31 (m, 2H), 1.06-1.01 (m, 1H), 0.44-0.39 (m, 2H), 0.20-0.16 (m, 2H). LCMS: 427.1 (M+H)+ Yields the product c1cc2c(s1)CCOC2. RXN SMILES: [CH3:18][C:19]#[N:20].[Cl-:14].[Cl-:16].[Cl-:17].[In+3:15].[O:9]1[CH2:10][O:13][CH2:12][CH2:11]1.[s:1]1[c:2]([CH2:6][CH2:7][OH:8])[cH:3][cH:4][cH:5]1>>[s:1]1[c:2]2[c:3]([cH:4][cH:5]1)[CH2:10][O:8][CH2:7][CH2:6]2. The reactants are CC#N, [Cl-], [Cl-], [Cl-], [In+3], C1COCO1, OCCc1cccs1.